Dataset: the Open Reaction Database (ORD), a public repository of structured organic reaction records. Task: describe an organic reaction: reactants, conditions, products, and yield Starting materials: C(C(=O)O)(=O)O (oxalic acid), [Gd] (gadolinium). Solvent: [Ga] (gallium). Run at temperature 80 celsius. The product is C(C(=O)[O-])(=O)[O-].[Gd+3].C(C(=O)[O-])(=O)[O-].C(C(=O)[O-])(=O)[O-].[Gd+3] (gadolinium oxalate). RXN SMILES: [C:1]([OH:6])(=[O:5])[C:2]([OH:4])=[O:3].[Gd:7]>[Ga]>[C:1]([O-:6])(=[O:5])[C:2]([O-:4])=[O:3].[Gd+3:7].[C:1]([O-:6])(=[O:5])[C:2]([O-:4])=[O:3].[C:1]([O-:6])(=[O:5])[C:2]([O-:4])=[O:3].[Gd+3:7] |f:3.4.5.6.7|. Procedure: After pretreatment and dissolution in mineral acid of the gadolinium and gallium by-products as described above, the filtrate is heated to 80° C. and solid oxalic acid is added to precipitate gadolinium oxalate, Gd2 (C2O4)3. The precipitate, which forms immediately, is separated from gallium and transition metal impurities by conventional methods, by either vacuum filtration or centrifugation. The cake of gadolinium oxalate, thus obtained, may be slurried in a water solution containing 2% by wei... Starting materials: O=C([O-])[O-], CN(C)C=O, FC(F)Cl, O=[N+]([O-])c1ccc(O)cc1F, [K+], [K+]. Yields the product O=[N+]([O-])c1ccc(OC(F)F)cc1F. Reaction SMILES: [C:12](=[O:13])([O-:14])[O-:15].[CH3:22][N:23]([CH3:24])[CH:25]=[O:26].[Cl:18][CH:19]([F:20])[F:21].[F:1][c:2]1[cH:3][c:4]([OH:11])[cH:5][cH:6][c:7]1[N+:8](=[O:9])[O-:10].[K+:16].[K+:17]>>[F:1][c:2]1[cH:3][c:4]([O:11][CH:19]([F:20])[F:21])[cH:5][cH:6][c:7]1[N+:8](=[O:9])[O-:10]. Reactants: ice HCl, C1CCC2=CC(=CC=C12)NC(C)=O (N-(2,3-dihydro- 1H-inden-5-yl)acetamide), C(C)(=O)Cl (acetyl chloride), [Cl-].[Al+3].[Cl-].[Cl-] (aluminum chloride). Run in C(=S)=S (carbondisulfide). Run at time 2 hour. The product is C(C)(=O)C1=C(C=C2CCCC2=C1)NC(C)=O (N-(6-acetyl-2,3-dihydro- 1H-inden-5-yl)acetamide). Isolated yield 48.3%. Reaction SMILES: [CH2:1]1[C:9]2[C:4](=[CH:5][C:6]([NH:10][C:11](=[O:13])[CH3:12])=[CH:7][CH:8]=2)[CH2:3][CH2:2]1.[C:14](Cl)(=[O:16])[CH3:15].[Cl-].[Al+3].[Cl-].[Cl-]>C(=S)=S>[C:14]([C:7]1[CH:8]=[C:9]2[C:4]([CH2:3][CH2:2][CH2:1]2)=[CH:5][C:6]=1[NH:10][C:11](=[O:13])[CH3:12])(=[O:16])[CH3:15] |f:2.3.4.5|. Procedure: To a stirred mixture of 10.5 g of N-(2,3-dihydro- 1H-inden-5-yl)acetamide and 4.7 ml of acetyl chloride in 100 ml of carbondisulfide were added portionwise 17.3 g of aluminum chloride at room temperature. After stirring for 2 hours at reflux temperature, the cooled reaction mixture was poured into 50 ml ice/HCl. The separated aqueous layer was extracted with dichloromethane. The extract was combined with the former organic layer, washed with water, dried, filtered and evaporated. The residue was... Reactants: NC1=NC=CC(=C1[N+](=O)[O-])C=1SC=CC1 (2-Amino-3-nitro-4-(2-thienyl)pyridine), [Na+].[I-] (NaI), C(C)#N (acetonitrile), C(=O)([O-])[O-].[Na+].[Na+] (Na2CO3), OS(=O)[O-].[Na+] (NaHSO3), CC(=O)Cl (CH3COCl). The product is IC1=C2C(=NC=C1)N(C=C2)C(C)=O (4-iodo-1-N-acetyl-pyrrolo[2,3-b]pyridine), IC1=C2C(=NC=C1)NC=C2 (4-iodo-1H-pyrrolo[2,3-b]pyridine). As a reaction SMILES: [NH2:1][C:2]1[C:7]([N+]([O-])=O)=[C:6](C2SC=CC=2)[CH:5]=[CH:4][N:3]=1.[Na+].[I-:17].[CH3:18][C:19](Cl)=[O:20].C([O-])([O-])=O.[Na+].[Na+].OS([O-])=O.[Na+].[C:33](#N)[CH3:34]>>[I:17][C:6]1[CH:5]=[CH:4][N:3]=[C:2]2[N:1]([C:19](=[O:20])[CH3:18])[CH:33]=[CH:34][C:7]=12.[I:17][C:6]1[CH:5]=[CH:4][N:3]=[C:2]2[NH:1][CH:18]=[CH:19][C:7]=12 |f:1.2,4.5.6,7.8|. Procedure: Compound 2 (2.7 g, 18 mmol) and NaI (13 g, 88 mmol) were dissolved in acetonitrile (28 ml). To this solution, CH3COCl (3.5 ml, 50 mmol) was added while stirring at room temperature. The reaction mixture was heated at 85° C. for 12 hours. After the reaction mixture was cooled to room temperature, 10% aqueous Na2CO3 (28 ml) and 10% aqueous NaHSO3 (28 ml) were added sequentially and stirred at room temperature for 15 minutes. The reaction mixture was washed with ethyl acetate, and the organic layer... Reactants: BrC1=C(NC(C=C1)=O)C#N (3-bromo-6-oxo-1,6-dihydropyridine-2-carbonitrile), IC (iodomethane). The reagents and catalysts are C([O-])([O-])=O.[Ag+2] (silver carbonate). The solvent is C1(=CC=CC=C1)C (toluene). The product is BrC=1C(=NC(=CC1)OC)C#N (3-bromo-6-methoxypicolinonitrile). Reaction SMILES: [Br:1][C:2]1[CH:7]=[CH:6][C:5](=[O:8])[NH:4][C:3]=1[C:9]#[N:10].I[CH3:12]>C1(C)C=CC=CC=1.C(=O)([O-])[O-].[Ag+2]>[Br:1][C:2]1[C:3]([C:9]#[N:10])=[N:4][C:5]([O:8][CH3:12])=[CH:6][CH:7]=1 |f:3.4|. Procedure details: A solution of 3-bromo-6-oxo-1,6-dihydropyridine-2-carbonitrile (from Example 15/Step 2) (1.0 eq.), silver carbonate (1.3 eq.), and iodomethane (1.2 eq.) in toluene (0.2 M) was stirred in the dark at room temperature overnight. The solvent was concentrated en vacuo, and the resulting residue was purified by a COMBIFLASH® system (ISCO) using 0-80% ethyl acetate in hexane to give 3-bromo-6-methoxypicolinonitrile. Starting materials: [H-].[Al+3].[Li+].[H-].[H-].[H-] (lithium aluminum hydride), Cl (hydrochloric acid), FC1=CC=C(C=C1)CCNC=1SC=C(N1)C(C)C (N-[2-(4-fluorophenyl)ethyl]-4-isopropyl-1,3-thiazole-2-amine), [H-].[Na+] (sodium hydride), BrCC1=CC=C(C(=O)OC)C=C1 (Methyl 4-(bromomethyl)benzoate), O.O.O.O.O.O.O.O.O.O.[O-]S(=O)(=O)[O-].[Na+].[Na+] (sodium sulfate 10 hydrate). Solvent: O1CCCC1 (tetrahydrofuran), CN(C=O)C (N,N-dimethylformamide). Conditions: time 1 hour. The product is FC1=CC=C(C=C1)CCN(C=1SC=C(N1)C(C)C)CC1=CC=C(C=C1)CO ((4-{[[2-(4-fluorophenyl)ethyl](4-isopropyl-1,3-thiazol-2-yl)amino]methyl}phenyl)methanol). Isolated yield 90.0%. As a reaction SMILES: [F:1][C:2]1[CH:7]=[CH:6][C:5]([CH2:8][CH2:9][NH:10][C:11]2[S:12][CH:13]=[C:14]([CH:16]([CH3:18])[CH3:17])[N:15]=2)=[CH:4][CH:3]=1.[H-].[Na+].Br[CH2:22][C:23]1[CH:32]=[CH:31][C:26]([C:27](OC)=[O:28])=[CH:25][CH:24]=1.Cl.[H-].[Al+3].[Li+].[H-].[H-].[H-].O.O.O.O.O.O.O.O.O.O.[O-]S([O-])(=O)=O.[Na+].[Na+]>O1CCCC1.CN(C)C=O>[F:1][C:2]1[CH:7]=[CH:6][C:5]([CH2:8][CH2:9][N:10]([CH2:22][C:23]2[CH:32]=[CH:31][C:26]([CH2:27][OH:28])=[CH:25][CH:24]=2)[C:11]2[S:12][CH:13]=[C:14]([CH:16]([CH3:18])[CH3:17])[N:15]=2)=[CH:4][CH:3]=1 |f:1.2,5.6.7.8.9.10,11.12.13.14.15.16.17.18.19.20.21.22.23|. Reported procedure: A mixture of N-[2-(4-fluorophenyl)ethyl]-4-isopropyl-1,3-thiazole-2-amine (550 mg), sodium hydride (80 mg) and N,N-dimethylformamide (5 mL) was stirred at room temperature for 1 hr. Methyl 4-(bromomethyl)benzoate (500 mg) was added to the reaction mixture under ice-cooling, and the mixture was allowed to warm to room temperature and further stirred for 1 hr. The reaction mixture was poured into 1N hydrochloric acid and extracted with ethyl acetate. The ethyl acetate layer was dried over anhydrou... The reactants are C1(=CC=C(C=C1)S(=O)(=O)O)C (para-toluenesulfonic acid), OC1=CC=2CC[C@@H]3[C@@H]4CCC([C@@]4(C)CC[C@@H]3C2C=C1)=O (3-hydroxy-8a-estra-1,3,5(10)-trien-17-one), N1=CC=CC=C1 (pyridine). Run in O1CCCC1 (tetrahydrofuran), O1CCCC=C1 (dihydropyran), C(C)(=O)OCC (ethyl acetate). Yields the product O1C(CCCC1)OC1=CC=2CC[C@@H]3[C@@H]4CCC([C@@]4(C)CC[C@@H]3C2C=C1)=O (3-tetrahydropyranyloxy-8a-estra-1,3,5(10)-trien-17-one). As a reaction SMILES: [OH:1][C:2]1[CH:19]=[CH:18][C:17]2[C@@H:16]3[C@@H:7]([C@H:8]4[C@@:12]([CH2:14][CH2:15]3)([CH3:13])[C:11](=[O:20])[CH2:10][CH2:9]4)[CH2:6][CH2:5][C:4]=2[CH:3]=1.C1(C)C=CC(S(O)(=O)=[O:28])=CC=1.N1[CH:37]=[CH:36][CH:35]=[CH:34][CH:33]=1>O1CCCC1.O1C=CCCC1.C(OCC)(=O)C>[O:28]1[CH2:37][CH2:36][CH2:35][CH2:34][CH:33]1[O:1][C:2]1[CH:19]=[CH:18][C:17]2[C@@H:16]3[C@@H:7]([C@H:8]4[C@@:12]([CH2:14][CH2:15]3)([CH3:13])[C:11](=[O:20])[CH2:10][CH2:9]4)[CH2:6][CH2:5][C:4]=2[CH:3]=1. Reported procedure: A suspension of 2.0 g of 3-hydroxy-8a-estra-1,3,5(10)-trien-17-one in 20 ml of tetrahydrofuran and 2.0 ml of dihydropyran is stirred with 15 mg of para-toluenesulfonic acid for 24 hours at room temperature. Then, 0.3 ml of pyridine is added, diluted with ethyl acetate, washed with sodium bicarbonate solution as well as with saturated sodium chloride solution, dried on sodium sulfate, concentrated by evaporation in a vacuum and chromatographed on silica gel with hexane/acetone. 2.2 g of 3-tetrahy... Starting materials: CC(=O)Nc1ccc(S(=O)(=O)Cl)cc1Cl, CCOC(=O)Cc1csc(N)n1. The product is CCOC(=O)Cc1csc(NS(=O)(=O)c2ccc(NC(C)=O)c(Cl)c2)n1. RXN SMILES: [C:13]([CH3:14])(=[O:15])[NH:16][c:17]1[c:18]([Cl:27])[cH:19][c:20]([S:23](=[O:24])(=[O:25])[Cl:26])[cH:21][cH:22]1.[NH2:1][c:2]1[s:3][cH:4][c:5]([CH2:7][C:8](=[O:9])[O:10][CH2:11][CH3:12])[n:6]1>>[NH:1]([c:2]1[s:3][cH:4][c:5]([CH2:7][C:8](=[O:9])[O:10][CH2:11][CH3:12])[n:6]1)[S:23]([c:20]1[cH:19][c:18]([Cl:27])[c:17]([NH:16][C:13]([CH3:14])=[O:15])[cH:22][cH:21]1)(=[O:24])=[O:25]. Reactants: Cl (HCl), OC(CBr)CO (2,3-dihydroxyl-n-propyl bromide), C(C)(C)(C)O[K] (t-butoxypotassium), CC=1NC=CN1 (2-methylimidazole). Run in C(C)(C)(C)O (t-butanol), O1CCCC1 (tetrahydrofuran). Run at time 30 minute. Product: OC(CN1C(=NC=C1)C)CO (1-(2′,3′-dihydroxylpropyl)-2-methylimidazole). Isolated yield 81.2%. Reaction SMILES: C(O[K])(C)(C)C.[CH3:7][C:8]1[NH:9][CH:10]=[CH:11][N:12]=1.[OH:13][CH:14]([CH2:17][OH:18])[CH2:15]Br.Cl>C(O)(C)(C)C.O1CCCC1>[OH:13][CH:14]([CH2:17][OH:18])[CH2:15][N:9]1[CH:10]=[CH:11][N:12]=[C:8]1[CH3:7]. Procedure: A200 ml flask was charged with 2.0 g of t-butoxypotassium, 70 ml of tetrahydrofuran, 1.23 g of 2-methylimidazole. After stirring for 30 minutes, a solution of 2.5 g of 2,3-dihydroxyl-n-propyl bromide in 5 ml of t-butanol was added. After refluxing for one hour, 5 ml of 1 N HCl solution was added and the mixture was allowed to stand over night. The solvent was evaporated under reduced pressure. The residue was extracted with dichloromethane, washed with saturated aqueous solution of sodium hydrog...